describe an organic reaction: reactants, conditions, products, and yield From a dataset of the Open Reaction Database (ORD), a public repository of structured organic reaction records. Reactants: BrC=1C=C(C=CC1)N1C(N(C2=NC(=NC=C2C1)S(=O)(=O)C)C)=O (3-(3-bromophenyl)-7-methanesulfonyl-3,4-dihydro-1-methylpyrimido[4,5-d]pyrimidin-2(1H)-one), C(C)N(CCOC1=CC=C(N)C=C1)CC (4-[2-(diethylamino)ethoxy]aniline). Solvent: ClCCl.CO.C(C)(=O)O.O (dichloromethane methanol acetic acid water). Reaction conditions: temperature 180 celsius. The product is BrC=1C=C(C=CC1)N1C(N(C2=NC(=NC=C2C1)NC1=CC=C(C=C1)OCCN(CC)CC)C)=O (3-(3-bromophenyl)-7-[4-[2-(diethylamino)ethoxy]anilino]-3,4-dihydro-1-methylpyrimido[4,5-d]pyrimidin-2(1H)-one). Isolated yield 11.4%. Reaction SMILES: [Br:1][C:2]1[CH:3]=[C:4]([N:8]2[CH2:17][C:16]3[C:11](=[N:12][C:13](S(C)(=O)=O)=[N:14][CH:15]=3)[N:10]([CH3:22])[C:9]2=[O:23])[CH:5]=[CH:6][CH:7]=1.[CH2:24]([N:26]([CH2:37][CH3:38])[CH2:27][CH2:28][O:29][C:30]1[CH:36]=[CH:35][C:33]([NH2:34])=[CH:32][CH:31]=1)[CH3:25]>ClCCl.CO.C(O)(=O)C.O>[Br:1][C:2]1[CH:3]=[C:4]([N:8]2[CH2:17][C:16]3[C:11](=[N:12][C:13]([NH:34][C:33]4[CH:32]=[CH:31][C:30]([O:29][CH2:28][CH2:27][N:26]([CH2:37][CH3:38])[CH2:24][CH3:25])=[CH:36][CH:35]=4)=[N:14][CH:15]=3)[N:10]([CH3:22])[C:9]2=[O:23])[CH:5]=[CH:6][CH:7]=1 |f:2.3.4.5|. Procedure details: A mixture of 200 mg (0.5 mmol) of 3-(3-bromophenyl)-7-methanesulfonyl-3,4-dihydro-1-methylpyrimido[4,5-d]pyrimidin-2(1H)-one and 300 mg (1.4 mmol) of 4-[2-(diethylamino)ethoxy]aniline was heated at 180° C. for 35 minutes and then cooled. The residue was subjected to column chromatography on silica gel using dichloromethane/methanol/acetic acid/water (240:24:3:2) for the elution. Product-containing fractions were combined, and evaporated and the residue was evaporated with toluene. The residue wa... The reactants are P(O)(O)=O.CC(C)(C(C)(C)C1=CC=C(C=C1)O)C (dimethyl-3-(4-hydroxyphenyl)-3-methyl-butane phosphonate), Br (hydrobromic acid). Conditions: time 1 hour. Product: OC1=CC=C(C=C1)C(CCP(O)(=O)O)(C)C (3-(4-hydroxyphenyl)-3-methyl-butane phosphonic acid). Reaction SMILES: [PH:1](=[O:4])([OH:3])[OH:2].[CH3:5][C:6](C)([C:8]([C:11]1[CH:16]=[CH:15][C:14]([OH:17])=[CH:13][CH:12]=1)([CH3:10])[CH3:9])C.Br>>[OH:17][C:14]1[CH:15]=[CH:16][C:11]([C:8]([CH3:9])([CH3:10])[CH2:6][CH2:5][P:1]([OH:3])(=[O:2])[OH:4])=[CH:12][CH:13]=1 |f:0.1|. Procedure details: 3.0 Parts of dimethyl-3-(4-hydroxyphenyl)-3-methyl-butane phosphonate from Example 23a and 30 parts of 48% hydrobromic acid were heated on a steam--bath for 1 hour and the volatiles then removed at 80° C. under reduced pressure. Crystallisation of the residual solid from water gave 3-(4-hydroxyphenyl)-3-methyl-butane phosphonic acid m.p. 192°-5° C. with the following percentage composition by weight. Starting materials: P(O)(O)(O)=O (phosphoric acid), C(C)(=O)C1=CC=NC=C1 (4-acetylpyridine), [OH-].[Li+] (lithium hydroxide), ClC1=C(C=CC=C1)C(O)C=1C(=NC=CC1)F ((2-chloro-phenyl)-(2-fluoropyridin-3-yl)methanol), [Br-].[K+] (potassium bromide), [Cl-].[Na+] (sodium chloride), C([O-])([O-])=O.[K+].[K+] (potassium carbonate), Cl[O-].[Na+] (sodium hypochlorite), C([O-])(O)=O.[Na+] (sodium bicarbonate). Solvent: ClCCl (dichloromethane), ClCCl (dichloromethane), O (water), O (water). Yields the product ClC1=C(C=CC=C1)C(=O)C=1C(=NC=CC1)C=C(C1=CC=NC=C1)O ((2-chlorophenyl)-[2-(2-hydroxy-2-pyridin-4-yl-vinyl)pyridin-3-yl]methanone). RXN SMILES: [Cl:1][C:2]1[CH:7]=[CH:6][CH:5]=[CH:4][C:3]=1[CH:8]([C:10]1[C:11](F)=[N:12][CH:13]=[CH:14][CH:15]=1)[OH:9].[Br-].[K+].Cl[O-].[Na+].C(=O)(O)[O-].[Na+].[C:27]([C:30]1[CH:35]=[CH:34][N:33]=[CH:32][CH:31]=1)(=[O:29])[CH3:28].[OH-].[Li+].[Cl-].[Na+].P(=O)(O)(O)O.C(=O)([O-])[O-].[K+].[K+]>ClCCl.O>[Cl:1][C:2]1[CH:7]=[CH:6][CH:5]=[CH:4][C:3]=1[C:8]([C:10]1[C:11]([CH:28]=[C:27]([OH:29])[C:30]2[CH:35]=[CH:34][N:33]=[CH:32][CH:31]=2)=[N:12][CH:13]=[CH:14][CH:15]=1)=[O:9] |f:1.2,3.4,5.6,8.9,10.11,13.14.15|. Reported procedure: To a solution of (2-chloro-phenyl)-(2-fluoropyridin-3-yl)methanol (140 g, 0.59 mol) in dichloromethane (1.1 L) under an argon atmosphere, add 2,2,6,6-tetramethyl-1-piperidinyloxy (TEMPO) (1.43 g, 9.15 mmol) and potassium bromide (10% w/w in water, 57.1 mL, 0.048 mol). To the resulting mixture add a solution of sodium hypochlorite (13% w/w active chlorine in water, 403 mL, 0.85 mol) and sodium bicarbonate (20.3 g, 0.24 mol) in water (403 mL) while stirring vigorously and while maintaining the tem... The product is COc1ccc(CNC(=O)c2ccc3ncn(Cc4ccc(OC)cc4)c(=O)c3c2)cc1. The reactants are COc1ccc(CNC(=O)c2ccc3nc(C)n(Cc4ccc(OC)cc4)c(=O)c3c2)cc1, Cl. As a reaction SMILES: [CH3:1][O:2][c:3]1[cH:4][cH:5][c:6]([CH2:7][NH:8][C:9](=[O:10])[c:11]2[cH:12][c:13]3[c:14](=[O:31])[n:15]([CH2:22][c:23]4[cH:24][cH:25][c:26]([O:29][CH3:30])[cH:27][cH:28]4)[c:16]([CH3:21])[n:17][c:18]3[cH:19][cH:20]2)[cH:32][cH:33]1.[ClH:34]>>[CH3:1][O:2][c:3]1[cH:4][cH:5][c:6]([CH2:7][NH:8][C:9](=[O:10])[c:11]2[cH:12][c:13]3[c:14](=[O:31])[n:15]([CH2:22][c:23]4[cH:24][cH:25][c:26]([O:29][CH3:30])[cH:27][cH:28]4)[cH:16][n:17][c:18]3[cH:19][cH:20]2)[cH:32][cH:33]1. Reactants: C(C1=CC=CC=C1)(=O)C=1C=C2CCC(C2=CC1O)C(=O)O (5-benzoyl-6-hydroxyindane-1-carboxylic acid), S(O)(O)(=O)=O (sulphuric acid), C(C)O (ethanol). Yields the product C(C)OC(=O)C1CCC2=CC(=C(C=C12)O)C(C1=CC=CC=C1)=O (5-benzoyl-6-hydroxy-indane-1-carboxylic acid ethyl ester). Reaction SMILES: [C:1]([C:9]1[CH:10]=[C:11]2[C:15](=[CH:16][C:17]=1[OH:18])[CH:14]([C:19]([OH:21])=[O:20])[CH2:13][CH2:12]2)(=[O:8])[C:2]1[CH:7]=[CH:6][CH:5]=[CH:4][CH:3]=1.S(=O)(=O)(O)O.[CH2:27](O)[CH3:28]>>[CH2:27]([O:20][C:19]([CH:14]1[C:15]2[C:11](=[CH:10][C:9]([C:1](=[O:8])[C:2]3[CH:3]=[CH:4][CH:5]=[CH:6][CH:7]=3)=[C:17]([OH:18])[CH:16]=2)[CH2:12][CH2:13]1)=[O:21])[CH3:28]. Reported procedure: Analogously to Example 3, 12 g of 5-benzoyl-6-hydroxyindane-1-carboxylic acid and ethanol containing sulphuric acid give 5-benzoyl-6-hydroxy-indane-1-carboxylic acid ethyl ester in the form of yellow platelets of melting point 83-4° C.